This data is from the Open Reaction Database (ORD), a public repository of structured organic reaction records. The task is: describe an organic reaction: reactants, conditions, products, and yield Starting materials: C(C)(=O)NC1=NNC=2N(C(N(C(C21)=O)CCC)=O)CC2=CC=CC=C2 (3-Acetylamino-7-benzyl-5-propylpyrazolo[3,4-d]pyrimidine-4,6(5H,7H)-dione), [OH-].[Na+] (sodium hydroxide). The solvent is C(C)O (ethanol). Product: NC1=NNC=2N(C(N(C(C21)=O)CCC)=O)CC2=CC=CC=C2 (3-Amino-7-benzyl-5-propylpyrazolo[3,4-d]pyrimidine-4,6(5H,7H)-dione). Yield: 69.7%. RXN SMILES: C([NH:4][C:5]1[C:13]2[C:12](=[O:14])[N:11]([CH2:15][CH2:16][CH3:17])[C:10](=[O:18])[N:9]([CH2:19][C:20]3[CH:25]=[CH:24][CH:23]=[CH:22][CH:21]=3)[C:8]=2[NH:7][N:6]=1)(=O)C.[OH-].[Na+]>C(O)C>[NH2:4][C:5]1[C:13]2[C:12](=[O:14])[N:11]([CH2:15][CH2:16][CH3:17])[C:10](=[O:18])[N:9]([CH2:19][C:20]3[CH:25]=[CH:24][CH:23]=[CH:22][CH:21]=3)[C:8]=2[NH:7][N:6]=1 |f:1.2|. Procedure details: 3-Acetylamino-7-benzyl-5-propylpyrazolo[3,4-d]pyrimidine-4,6(5H,7H)-dione (18 g) was refluxed for 5 hours in 80% ethanol (200 ml) dissolving sodium hydroxide (6 g). The reaction mixture was concentrated, and the resulting crystals were suspended in water. To the suspension was added 6N-HCl to obtain colorless crystals (11 g, 70%), m.p. 214°-215° C. Starting materials: O (water), BrC=CCCCC (1-bromohexene), [H-].[Na+] (sodium hydride), N1C(=O)N(C)C=2N=CN(C)C2C1=O (theobromine). Run in CS(=O)C (dimethylsulfoxide). Run at time 43 hour. Product: C(CCCC=C)N1C(=O)N(C=2N=CN(C2C1=O)C)C (1-(5-hexenyl)-3,7-dimethylxanthine). The yield is 98.2%. RXN SMILES: Br[CH:2]=[CH:3][CH2:4][CH2:5][CH2:6][CH3:7].[H-].[Na+].[NH:10]1[C:21](=[O:22])[C:20]2[N:18]([CH3:19])[CH:17]=[N:16][C:15]=2[N:13]([CH3:14])[C:11]1=[O:12].O>CS(C)=O>[CH2:7]([N:10]1[C:21](=[O:22])[C:20]2[N:18]([CH3:19])[CH:17]=[N:16][C:15]=2[N:13]([CH3:14])[C:11]1=[O:12])[CH2:6][CH2:5][CH2:4][CH:3]=[CH2:2] |f:1.2|. Procedure details: A mixture of 1-bromohexene (10.7 g, 66 mmol), sodium hydride (1.58 g, 66 mmol), and theobromine (11.9 g, 66 mmol) in dimethylsulfoxide (100 ml) was stirred for 43 hours. The solution was treated with water (200 ml) and then extracted with dichloromethane (3×80 mL). The combined extracts were washed with water (3×100 ml), dried over magnesium sulfate, and then the solvent was evaporated under vacuum to give 1-(5-hexenyl)-3,7-dimethylxanthine (17 g, 98% yield) as a white powder. The reactants are [BH4-].[Na+] (sodium borohydride), O=C1C(C(CC1)C=CC(CCCCC)=O)CCCCCCC(=O)O (7-[2-oxo-5-(3-oxo-1-octenyl)cyclopentyl]heptanoic acid). The solvent is [OH-].[Na+] (sodium hydroxide), C(C)O (ethanol), [OH-].[Na+] (sodium hydroxide). Reaction conditions: temperature 10 celsius, time 1 day. Product: OC1C(C(CC1)C=CC(CCCCC)O)CCCCCCC(=O)O (7-[2-hydroxy-5-(3-hydroxy-1-octenyl)cyclopentyl]heptanoic acid). Isolated yield 58.7%. RXN SMILES: [BH4-].[Na+].[O:3]=[C:4]1[CH2:8][CH2:7][CH:6]([CH:9]=[CH:10][C:11](=[O:17])[CH2:12][CH2:13][CH2:14][CH2:15][CH3:16])[CH:5]1[CH2:18][CH2:19][CH2:20][CH2:21][CH2:22][CH2:23][C:24]([OH:26])=[O:25]>[OH-].[Na+].C(O)C>[OH:3][CH:4]1[CH2:8][CH2:7][CH:6]([CH:9]=[CH:10][CH:11]([OH:17])[CH2:12][CH2:13][CH2:14][CH2:15][CH3:16])[CH:5]1[CH2:18][CH2:19][CH2:20][CH2:21][CH2:22][CH2:23][C:24]([OH:26])=[O:25] |f:0.1,3.4|. Reported procedure: A solution of sodium borohydride (0.035 g., 0.0009 mole) in 0.2N aqueous sodium hydroxide (0.35 ml.) was added dropwise to a solution of 7-[2-oxo-5-(3-oxo-1-octenyl)cyclopentyl]heptanoic acid (0.14 g., 0.0004 mole) in ethanol (3 ml.) and N aqueous sodium hydroxide (0.42 ml., 0.0004 mole). The resulting solution was stirred for 1 day, and then the ethanol was removed in vacuo. A small quantity of water was added, and the solution was extracted twice with diethyl ether (to remove non-acidic materi... Reactants: CN1CCN(CC1)CCCN1C(C=2C(C1=O)=CC=CC2)=O (N-[3-(4-methyl-1-piperazinyl)propyl]phthalimide), O.NN (hydrazine hydrate). The solvent is C(C)O (ethanol). Conditions: time 1.5 hour. Yields the product CN1CCN(CC1)CCCN (3-(4-methyl-1-piperazinyl)propylamine). The yield is 53.4%. RXN SMILES: [CH3:1][N:2]1[CH2:7][CH2:6][N:5]([CH2:8][CH2:9][CH2:10][N:11]2C(=O)C3=CC=CC=C3C2=O)[CH2:4][CH2:3]1.O.NN>C(O)C>[CH3:1][N:2]1[CH2:7][CH2:6][N:5]([CH2:8][CH2:9][CH2:10][NH2:11])[CH2:4][CH2:3]1 |f:1.2|. Procedure: To a solution of N-[3-(4-methyl-1-piperazinyl)propyl]phthalimide (502 g) in ethanol (3.0 l) was added 100% hydrazine hydrate (187.6 g). The nesulting mixture was refluxed with stiving for 1.5 hours. The reaction mixture was cooled and then filtered. The filter cake was washed with ethanol (1 l). The filtrate and washing were combined and evaporated, under reduced pressure. The residual oil was distilled under reduced pressure to give 3-(4-methyl-1-piperazinyl)propylamine (146.6 g), bp 34 mmHg/12... Starting materials: COc1ccc(C(C)=CBr)cc1, Cc1ccc2[nH]c3c(c2c1)CCN(C)C3, [Cu]I, [K+], [K+], [K+], CN(C)C=O, O=C(O)C1CCCN1, O=P([O-])([O-])[O-]. The product is COc1ccc(C(C)=Cn2c3c(c4cc(C)ccc42)CCN(C)C3)cc1. As a reaction SMILES: [Br:32][CH:33]=[C:34]([CH3:35])[c:36]1[cH:37][cH:38][c:39]([O:42][CH3:43])[cH:40][cH:41]1.[CH3:1][N:2]1[CH2:3][c:4]2[nH:5][c:6]3[cH:7][cH:8][c:9]([CH3:15])[cH:10][c:11]3[c:12]2[CH2:13][CH2:14]1.[Cu:49][I:50].[K+:29].[K+:30].[K+:31].[O:44]=[CH:45][N:46]([CH3:47])[CH3:48].[OH:16][C:17]([CH:18]1[NH:19][CH2:20][CH2:21][CH2:22]1)=[O:23].[P:24]([O-:25])([O-:26])([O-:27])=[O:28]>>[CH3:1][N:2]1[CH2:3][c:4]2[n:5]([CH:33]=[C:34]([CH3:35])[c:36]3[cH:37][cH:38][c:39]([O:42][CH3:43])[cH:40][cH:41]3)[c:6]3[cH:7][cH:8][c:9]([CH3:15])[cH:10][c:11]3[c:12]2[CH2:13][CH2:14]1. Starting materials: Cn1nccc1-c1cccc(C(=O)CC(=O)Nc2cc(C(F)(F)F)c(N3CCOCC3)cc2NC(=O)OC(C)(C)C)c1, ClCCl, O=C(O)C(F)(F)F. Product: Cn1nccc1-c1cccc(C2=Nc3cc(N4CCOCC4)c(C(F)(F)F)cc3NC(=O)C2)c1. Reaction SMILES: [C:1]([O:2][C:3](=[O:4])[NH:7][c:8]1[c:9]([NH:24][C:25]([CH2:26][C:27](=[O:5])[c:29]2[cH:30][c:31](-[c:35]3[n:36]([CH3:40])[n:37][cH:38][cH:39]3)[cH:32][cH:33][cH:34]2)=[O:41])[cH:10][c:11]([C:20]([F:21])([F:22])[F:23])[c:12]([N:14]2[CH2:15][CH2:16][O:17][CH2:18][CH2:19]2)[cH:13]1)([CH3:6])([CH3:28])[CH3:42].[Cl:50][CH2:51][Cl:52].[F:43][C:44]([F:45])([F:46])[C:47]([OH:48])=[O:49]>>[N:7]1=[C:27]([c:29]2[cH:30][c:31](-[c:35]3[n:36]([CH3:40])[n:37][cH:38][cH:39]3)[cH:32][cH:33][cH:34]2)[CH2:26][C:25](=[O:41])[NH:24][c:9]2[c:8]1[cH:13][c:12]([N:14]1[CH2:15][CH2:16][O:17][CH2:18][CH2:19]1)[c:11]([C:20]([F:21])([F:22])[F:23])[cH:10]2. Reactants: C(C)(C)(C)OC(NCCCC(C)=O)=O ((4-Oxo-pentyl)carbamic acid tert-butyl ester), NC1=NC=CC=C1C=O (2-amino-3-formylpyridine), [OH-].[K+] (KOH). Solvent: C(C)O (ethanol). The product is N1=C(C=CC2=CC=CN=C12)CCCNC(=O)OC(C)(C)C ((3-[1,8]Naphthyridin-2-yl)-N-Boc-propylamine). As a reaction SMILES: [C:1]([O:5][C:6](=[O:14])[NH:7][CH2:8][CH2:9][CH2:10][C:11](=O)[CH3:12])([CH3:4])([CH3:3])[CH3:2].[NH2:15][C:16]1[C:21]([CH:22]=O)=[CH:20][CH:19]=[CH:18][N:17]=1.[OH-].[K+]>C(O)C>[N:15]1[C:16]2[C:21](=[CH:20][CH:19]=[CH:18][N:17]=2)[CH:22]=[CH:12][C:11]=1[CH2:10][CH2:9][CH2:8][NH:7][C:6]([O:5][C:1]([CH3:4])([CH3:3])[CH3:2])=[O:14] |f:2.3|. Procedure: A mixture of 11-4 (5.0 g, 24.8 mmol), 1-3, 2-amino-3-formylpyridine (3.6 g, 29.8 mmol) and 20% KOH (1 ml) in absolute ethanol (100 mL) was heated at reflux for 8 h. Following evaporative removal of the solvent, the residue was chromatographed (silica gel, 70:28:2 chloroform/ethyl acetate/methanol) to give 11-6 as a yellow oil. Solvent: CN(C)C=O (DMF). Procedure details: 221 mg (1 mmol) [(benzo[1,2,5]oxadiazole-5-carbonyl)-amino]-acetic acid, 120 mg (1.2 eq.) 2-fluoroethylamine, 162 mg (1.2 eq.) HOBt and 230 mg (1.2 eq.) EDC.HCl are dissolved in 18 mL DMF and cooled to 5° C. 0.7 mL (4 eq.) Hünig's base are added under stirring, the reaction mixture is stirred for an additional 3 hours at room temperature then extracted with water and ethyl acetate. The combined organic phases are washed with brine, dried with sodium sulfate and evaporated to yield the desired pr... RXN SMILES: [N:1]1[O:5][N:4]=[C:3]2[CH:6]=[C:7]([C:10]([NH:12][CH2:13][C:14]([OH:16])=O)=[O:11])[CH:8]=[CH:9][C:2]=12.[F:17][CH2:18][CH2:19][NH2:20].C1C=CC2N(O)N=NC=2C=1.CCN=C=NCCCN(C)C.Cl.CCN(C(C)C)C(C)C>CN(C=O)C>[F:17][CH2:18][CH2:19][NH:20][C:14]([CH2:13][NH:12][C:10]([C:7]1[CH:8]=[CH:9][C:2]2[C:3]([CH:6]=1)=[N:4][O:5][N:1]=2)=[O:11])=[O:16] |f:3.4|. The reactants are N1=C2C(=NO1)C=C(C=C2)C(=O)NCC(=O)O ([(benzo[1,2,5]oxadiazole-5-carbonyl)-amino]-acetic acid), FCCN (2-fluoroethylamine), C=1C=CC2=C(C1)N=NN2O (HOBt), CCN=C=NCCCN(C)C.Cl (EDC.HCl), CCN(C(C)C)C(C)C (Hünig's base). The product is FCCNC(=O)CNC(=O)C=1C=CC=2C(=NON2)C1 (Benzo[1,2,5]oxadiazole-5-carboxylic acid [(2-fluoro-ethylcarbamoyl)-methyl]-amide). Run at temperature 5 celsius. The reactants are O=C(CNC(=O)c1cccc(C(F)(F)F)c1)NCC1CCN(Cc2ccc(C(=O)O)cc2)CC1, C1CCNCC1, CC(C)N=C=NC(C)C, CN(C)C=O, O, On1nnc2ccccc21. Product: O=C(CNC(=O)c1cccc(C(F)(F)F)c1)NCC1CCN(Cc2ccc(C(=O)N3CCCCC3)cc2)CC1. RXN SMILES: [C:27](=[O:28])([OH:29])[c:30]1[cH:31][cH:32][c:33]([CH2:34][N:35]2[CH2:36][CH2:37][CH:38]([CH2:41][NH:42][C:43]([CH2:44][NH:45][C:46]([c:47]3[cH:48][c:49]([C:53]([F:54])([F:55])[F:56])[cH:50][cH:51][cH:52]3)=[O:57])=[O:58])[CH2:39][CH2:40]2)[cH:59][cH:60]1.[CH2:1]1[CH2:2][CH2:3][NH:4][CH2:5][CH2:6]1.[CH:7]([N:8]=[C:9]=[N:10][CH:11]([CH3:12])[CH3:13])([CH3:14])[CH3:15].[O:61]=[CH:62][N:63]([CH3:64])[CH3:65].[OH2:16].[OH:17][n:18]1[c:19]2[cH:20][cH:21][cH:22][cH:23][c:24]2[n:25][n:26]1>>[CH2:1]1[CH2:2][CH2:3][N:4]([C:27](=[O:28])[c:30]2[cH:31][cH:32][c:33]([CH2:34][N:35]3[CH2:36][CH2:37][CH:38]([CH2:41][NH:42][C:43]([CH2:44][NH:45][C:46]([c:47]4[cH:48][c:49]([C:53]([F:54])([F:55])[F:56])[cH:50][cH:51][cH:52]4)=[O:57])=[O:58])[CH2:39][CH2:40]3)[cH:59][cH:60]2)[CH2:5][CH2:6]1. Reactants: C(C)(C)(C)C=1C=C(C=CC1O)CC(C(NC1=NC=CC=C1)=O)NC(C(C(C)C)N(C)C(=O)OCC1=CC=CC=C1)=O (2-(N-benzyloxycarbonyl-N-methylamino)-3-methylbutyric acid 2-(3-tert-butyl-4-hydroxyphenyl)-1-(2-pyridylcarbamoyl)ethylamide), [H][H] (hydrogen). Reagents/catalysts: [C].[Pd] (palladium carbon). Solvent: CO (methanol). Product: C(C)(C)(C)C=1C=C(C=CC1O)CC(C(NC1=NC=CC=C1)=O)NC(C(C(C)C)NC)=O (3-methyl-2-methylaminobutyric acid 2-(3-tert-butyl-4-hydroxyphenyl)-1-(2-pyridylcarbamoyl)ethylamide). Yield: 98.3%. RXN SMILES: [C:1]([C:5]1[CH:6]=[C:7]([CH2:12][CH:13]([NH:23][C:24](=[O:41])[CH:25]([N:29](C(OCC2C=CC=CC=2)=O)[CH3:30])[CH:26]([CH3:28])[CH3:27])[C:14](=[O:22])[NH:15][C:16]2[CH:21]=[CH:20][CH:19]=[CH:18][N:17]=2)[CH:8]=[CH:9][C:10]=1[OH:11])([CH3:4])([CH3:3])[CH3:2].[H][H]>CO.[C].[Pd]>[C:1]([C:5]1[CH:6]=[C:7]([CH2:12][CH:13]([NH:23][C:24](=[O:41])[CH:25]([NH:29][CH3:30])[CH:26]([CH3:27])[CH3:28])[C:14](=[O:22])[NH:15][C:16]2[CH:21]=[CH:20][CH:19]=[CH:18][N:17]=2)[CH:8]=[CH:9][C:10]=1[OH:11])([CH3:2])([CH3:4])[CH3:3] |f:3.4|. Procedure details: To a solution of 2-(N-benzyloxycarbonyl-N-methylamino)-3-methylbutyric acid 2-(3-tert-butyl-4-hydroxyphenyl)-1-(2-pyridylcarbamoyl)ethylamide (1.74 g, 3.10 mmol) in methanol (50 ml), 10% palladium carbon (300 mg) was added and stirred in a hydrogen atmosphere at room temperature overnight. The reaction mixture was filtered and the filtrate was concentrated under reduced pressure. The thus obtained residue was subjected to silica gel column chromatography (developing solvent: methanol:aqueous amm...